Dataset: the Open Reaction Database (ORD), a public repository of structured organic reaction records. Task: describe an organic reaction: reactants, conditions, products, and yield Starting materials: ClC1=C(C=CC=C1)C1C=2C(NC(=C1C#N)CBr)=NNC2 (4-(2-chlorophenyl)-5-cyano-6-bromomethyl-4,7-dihydro-2H-pyrazolo[3,4-b]pyridine), CN(C)C=O (DMF), O (water), [H-].[Na+] (sodium hydride), CN(C)C=O (DMF), CN1CCNCC1 (1-methylpiperazine). Reaction conditions: time 30 minute. The product is Cl.Cl.ClC1=C(C=CC=C1)C1C=2C(NC(=C1C#N)CN1C(CNCC1)C)=NNC2 (4-(2-Chlorophenyl)-5-cyano-4,7-dihydro-6-(methylpiperazin-1-yl)methyl-2H-pyrazolo[3,4-b]pyridine dihydrochloride). As a reaction SMILES: [H-].[Na+].[CH3:3][N:4]1[CH2:9][CH2:8][NH:7][CH2:6][CH2:5]1.[Cl:10][C:11]1[CH:16]=[CH:15][CH:14]=[CH:13][C:12]=1[CH:17]1[C:22]([C:23]#[N:24])=[C:21](CBr)[NH:20][C:19]2=[N:27][NH:28][CH:29]=[C:18]12.O.[CH3:31]N(C=O)C>>[ClH:10].[ClH:10].[Cl:10][C:11]1[CH:16]=[CH:15][CH:14]=[CH:13][C:12]=1[CH:17]1[C:22]([C:23]#[N:24])=[C:21]([CH2:3][N:4]2[CH2:9][CH2:8][NH:7][CH2:6][CH:5]2[CH3:31])[NH:20][C:19]2=[N:27][NH:28][CH:29]=[C:18]12 |f:0.1,6.7.8|. Procedure: 4-(2-Chlorophenyl)-5-cyano-6-(t-butyldimethylsilyloxy)-methyl-4,7-dihydro-2H-pyrazolo[3,4-b]pyridine was prepared from ethyl t-butyldimethylsilyloxyacetate, 2-chlorobenzaldehyde and 3-aminopyrazole in the same manner as in Example 94. To a solution of 4-(2-chlorophenyl)-5-cyano-6-(t-butyldimethylsilyloxy)methyl-4,7-dihydro-2H-pyrazolo[3,4-b]pyridine (10 g) in tetrahydrofuran (100 ml) was added a THF solution (24.9 ml) of 1.0 M tetrabutylammonium fluoride and the mixture was stirred at room tempe... Reactants: O=C([O-])[O-], CI, CN(C)C=O, O=c1[nH]c(C(F)(F)F)cnc1-c1ccc(Cl)cc1Cl, [K+], [K+], O. Product: Cn1c(C(F)(F)F)cnc(-c2ccc(Cl)cc2Cl)c1=O. Reaction SMILES: [C:20](=[O:21])([O-:22])[O-:23].[CH3:26][I:27].[CH3:29][N:30]([CH3:31])[CH:32]=[O:33].[Cl:1][c:2]1[c:3](-[c:9]2[c:10](=[O:19])[nH:11][c:12]([C:15]([F:16])([F:17])[F:18])[cH:13][n:14]2)[cH:4][cH:5][c:6]([Cl:8])[cH:7]1.[K+:24].[K+:25].[OH2:28]>>[Cl:1][c:2]1[c:3](-[c:9]2[c:10](=[O:19])[n:11]([CH3:20])[c:12]([C:15]([F:16])([F:17])[F:18])[cH:13][n:14]2)[cH:4][cH:5][c:6]([Cl:8])[cH:7]1. Procedure: 10.88 g of a 50% suspension of sodium hydride in paraffin mineral oil are fed into 100 ml of DMF, followed slowly by 25.11 g of thiophenol. When dissolution is complete (65° C.), the solution is cooled to 2° C. and 36.5 g of 2-chloro-2-methylpropiophenone are fed in over 30 minutes maintaining the temperature below 10° C. Product: C1(=CC=CC=C1)SC(C(=O)C1=CC=CC=C1)(C)C (2-phenylthio-2-methylpropiophenone). Reaction conditions: temperature 2 celsius. Starting materials: suspension, ClC(C(=O)C1=CC=CC=C1)(C)C (2-chloro-2-methylpropiophenone), [H-].[Na+] (sodium hydride), C1(=CC=CC=C1)S (thiophenol). The solvent is paraffin, CN(C)C=O (DMF). Reaction SMILES: [H-].[Na+].[C:3]1([SH:9])[CH:8]=[CH:7][CH:6]=[CH:5][CH:4]=1.Cl[C:11]([CH3:21])([CH3:20])[C:12]([C:14]1[CH:19]=[CH:18][CH:17]=[CH:16][CH:15]=1)=[O:13]>CN(C=O)C>[C:3]1([S:9][C:11]([CH3:21])([CH3:20])[C:12]([C:14]2[CH:19]=[CH:18][CH:17]=[CH:16][CH:15]=2)=[O:13])[CH:8]=[CH:7][CH:6]=[CH:5][CH:4]=1 |f:0.1|.